This data is from the Open Reaction Database (ORD), a public repository of structured organic reaction records. The task is: describe an organic reaction: reactants, conditions, products, and yield Reactants: C1COCCN1, CN1CCCC1=O, Cc1c(F)c(F)cc2c(=O)c(C(=O)O)cn(C3CC3)c12. The product is Cc1c(N2CCOCC2)c(F)cc2c(=O)c(C(=O)O)cn(C3CC3)c12. As a reaction SMILES: [CH2:21]1[CH2:22][O:23][CH2:24][CH2:25][NH:26]1.[CH3:27][N:28]1[CH2:29][CH2:30][CH2:31][C:32]1=[O:33].[F:1][c:2]1[cH:3][c:4]2[c:5](=[O:20])[c:6]([C:17](=[O:18])[OH:19])[cH:7][n:8]([CH:14]3[CH2:15][CH2:16]3)[c:9]2[c:10]([CH3:13])[c:11]1[F:12]>>[F:1][c:2]1[cH:3][c:4]2[c:5](=[O:20])[c:6]([C:17](=[O:18])[OH:19])[cH:7][n:8]([CH:14]3[CH2:15][CH2:16]3)[c:9]2[c:10]([CH3:13])[c:11]1[N:26]1[CH2:21][CH2:22][O:23][CH2:24][CH2:25]1. The product is Cl, Cc1ccc(NC(=O)C2(c3ccc4c(c3)OC(F)(F)O4)CC2)nc1-c1cccc(C(=O)O)c1. Reaction SMILES: [CH3:40][C:41]#[N:42].[ClH:39].[F:1][C:2]1([F:37])[O:3][c:4]2[c:5]([cH:7][cH:8][c:9]([C:11]3([C:14](=[O:15])[NH:16][c:17]4[cH:18][cH:19][c:20]([CH3:36])[c:21](-[c:23]5[c:24]([C:32]([CH3:33])([CH3:34])[CH3:35])[c:25]([C:26](=[O:27])[O-:28])[cH:29][cH:30][cH:31]5)[n:22]4)[CH2:12][CH2:13]3)[cH:10]2)[O:6]1.[OH2:38]>>[ClH:39].[F:1][C:2]1([F:37])[O:3][c:4]2[c:5]([cH:7][cH:8][c:9]([C:11]3([C:14](=[O:15])[NH:16][c:17]4[cH:18][cH:19][c:20]([CH3:36])[c:21](-[c:23]5[cH:24][c:25]([C:26](=[O:27])[OH:28])[cH:29][cH:30][cH:31]5)[n:22]4)[CH2:12][CH2:13]3)[cH:10]2)[O:6]1. Starting materials: CC#N, Cl, Cc1ccc(NC(=O)C2(c3ccc4c(c3)OC(F)(F)O4)CC2)nc1-c1cccc(C(=O)[O-])c1C(C)(C)C, O. The reactants are N#CC=1C=CC=C(Br)C1. The reagents and catalysts are N=1C=CC=CC1N2B(NC=3C=CC=CC32)B4NC=5C=CC=CC5N4C6=NC=CC=C6, O1B(OC(C)(C)C1(C)C)B2OC(C)(C)C(O2)(C)C, C[OH2+].C[OH2+].C1CC=CCCC=C1.C1CC=CCCC=C1.[Ir].[Ir]. Run in O(C)C1CCCC1. Run at temperature 125 celsius, time 48 hour. The product is N#CC1=CC(Br)=CC(=C1)B2OC(C)(C)C(O2)(C)C. Isolated yield 55.0%. Reported procedure: The general procedure A was followed using 3-bromobenzonitrile (91.0 mg, 0.5 mmol) and B2pin2 (126.9 mg, 0.75 mmol, 1.5 eq.) as starting material. The resulting mixture was allowed to stir 48 hours at 125 oC. 5r was obtained as white solid (85.2 mg, 55%) after purification by silica gel flash chromatography (EtOAc/PE=1:15 v/v). m.p.: 81-83 oC. Starting materials: CS(=O)C (DMSO), [OH-].[K+] (potassium hydroxide), O (water), gamma-II-quinacridone, C1(=CC=CC=C1)C1=NC(C=2C(=NC(C21)=O)C2=CC=CC=C2)=O (3,6-diphenyl-1,4-diketopyrrolo[3,4-c]pyrrole). Run in CO (methanol). Conditions: time 5 minute. Yields the product C1=CC=C2C(=C1)C(=O)C3=CC4=C(C=C3N2)C(=O)C5=CC=CC=C5N4 (quinacridone). Reaction SMILES: CS(C)=O.[OH-:5].[K+].[OH2:7].C1(C2[C:21]3[C:20](=O)[N:19]=[C:18]([C:23]4[CH:28]=[CH:27][CH:26]=[CH:25][CH:24]=4)[C:17]=3[C:16](=O)[N:15]=2)C=CC=CC=1>CO>[CH:27]1[CH:28]=[C:23]2[C:18]([C:17]3[C:20]([NH:19][C:24]2=[CH:25][CH:26]=1)=[CH:21][C:17]1[C:18]([C:23]2[C:28]([NH:15][C:16]=1[CH:16]=3)=[CH:27][CH:26]=[CH:25][CH:24]=2)=[O:7])=[O:5] |f:1.2|. Procedure: A 500 ml flask equipped with a stirrer, thermometer, and condenser is charged with 100 ml DMSO, 8.9 grams of 45% aqueous potassium hydroxide, and 9 ml water. 8.5 grams unsubstituted gamma-II-quinacridone and 1.5 grams 3,6-diphenyl-1,4-diketopyrrolo[3,4-c]pyrrole are added at 40°-50° C. The mixture is heated and stirred for 5 minutes at 80°-90° C. The resulting deep blue solution of the pigment salts is drowned into methanol at 20°-40° C., causing the pigment to precipitate. The pigment suspensio... Starting materials: COC1=CC=C(CN(C2=NC=C(C=N2)C=2C3=C(N=C(N2)N2CCOCC2)N(CC3)C3=C(C=C(C(=O)O)C=C3)F)CC3=CC=C(C=C3)OC)C=C1 (4-(4-{2-[bis-(4-methoxy-benzyl)-amino]-pyrimidin-5-yl}-2-morpholin-4-yl-5,6-dihydro-pyrrolo[2,3-d]pyrimidin-7-yl)-3-fluoro-benzoic acid), NCC1=CC=NC=C1 (4-(aminomethyl)pyridine). Product: COC1=CC=C(CN(C2=NC=C(C=N2)C=2C3=C(N=C(N2)N2CCOCC2)N(CC3)C3=C(C=C(C(=O)NCC2=CC=NC=C2)C=C3)F)CC3=CC=C(C=C3)OC)C=C1 (4-[4-{2-[bis-(4-methoxy-benzyl)-amino]-pyrimidin-5-yl}-2-morpholin-4-yl-5,6-dihydro-pyrrolo[2,3-d]pyrimidin-7-yl]-3-fluoro-N-pyridin-4-ylmethyl-benzamide). Yield: 147.9%. As a reaction SMILES: [CH3:1][O:2][C:3]1[CH:50]=[CH:49][C:6]([CH2:7][N:8]([CH2:40][C:41]2[CH:46]=[CH:45][C:44]([O:47][CH3:48])=[CH:43][CH:42]=2)[C:9]2[N:14]=[CH:13][C:12]([C:15]3[C:16]4[CH2:29][CH2:28][N:27]([C:30]5[CH:38]=[CH:37][C:33]([C:34]([OH:36])=O)=[CH:32][C:31]=5[F:39])[C:17]=4[N:18]=[C:19]([N:21]4[CH2:26][CH2:25][O:24][CH2:23][CH2:22]4)[N:20]=3)=[CH:11][N:10]=2)=[CH:5][CH:4]=1.[NH2:51][CH2:52][C:53]1[CH:58]=[CH:57][N:56]=[CH:55][CH:54]=1>>[CH3:1][O:2][C:3]1[CH:4]=[CH:5][C:6]([CH2:7][N:8]([CH2:40][C:41]2[CH:42]=[CH:43][C:44]([O:47][CH3:48])=[CH:45][CH:46]=2)[C:9]2[N:14]=[CH:13][C:12]([C:15]3[C:16]4[CH2:29][CH2:28][N:27]([C:30]5[CH:38]=[CH:37][C:33]([C:34]([NH:51][CH2:52][C:53]6[CH:58]=[CH:57][N:56]=[CH:55][CH:54]=6)=[O:36])=[CH:32][C:31]=5[F:39])[C:17]=4[N:18]=[C:19]([N:21]4[CH2:22][CH2:23][O:24][CH2:25][CH2:26]4)[N:20]=3)=[CH:11][N:10]=2)=[CH:49][CH:50]=1. Procedure details: Using 4-(4-{2-[bis-(4-methoxy-benzyl)-amino]-pyrimidin-5-yl}-2-morpholin-4-yl-5,6-dihydro-pyrrolo[2,3-d]pyrimidin-7-yl)-3-fluoro-benzoic acid (80.0 mg, 0.118 mmol) obtained in Step A in Example 1-D-21 and 4-(aminomethyl)pyridine (24.0 μl, 0.236 mmol) instead of 1-pyridine-3-yl-piperazine, amidation was carried out in the same manner as Step B in Example 1-D-21, to obtain a crude product of 4-[4-{2-[bis-(4-methoxy-benzyl)-amino]-pyrimidin-5-yl}-2-morpholin-4-yl-5,6-dihydro-pyrrolo[2,3-d]pyrimidin... RXN SMILES: [CH3:12][SiH:13]([O:14][CH3:15])[O:16][CH3:17].[CH3:18][c:19]1[cH:20][cH:21][cH:22][cH:23][cH:24]1.[CH3:1][SiH:2]([c:3]1[cH:4][cH:5][c:6]([CH:7]=[CH2:8])[cH:9][cH:10]1)[CH3:11].[CH:25]([OH:26])([CH3:27])[CH3:28]>>[CH3:1][SiH:2]([c:3]1[cH:4][cH:5][c:6]([CH2:7][CH2:8][CH2:12][SiH:13]([O:14][CH3:15])[O:16][CH3:17])[cH:9][cH:10]1)[CH3:11]. The product is CO[SiH](CCCc1ccc([SiH](C)C)cc1)OC. Starting materials: CO[SiH](C)OC, Cc1ccccc1, C=Cc1ccc([SiH](C)C)cc1, CC(C)O. Starting materials: C1CCOC1, CO, COC(=O)c1c2c(c(OC)c(=O)n1C)C(=O)N(Cc1ccc(F)c(Cl)c1)CC2, Cl, [Li+], [OH-], O. The product is COc1c2c(c(C(=O)O)n(C)c1=O)CCN(Cc1ccc(F)c(Cl)c1)C2=O. As a reaction SMILES: [CH2:32]1[O:33][CH2:34][CH2:35][CH2:36]1.[CH3:37][OH:38].[Cl:1][c:2]1[cH:3][c:4]([CH2:5][N:6]2[C:7](=[O:24])[c:8]3[c:9]([O:22][CH3:23])[c:10](=[O:21])[n:11]([CH3:20])[c:12]([C:16](=[O:17])[O:18][CH3:19])[c:13]3[CH2:14][CH2:15]2)[cH:25][cH:26][c:27]1[F:28].[ClH:31].[Li+:30].[OH-:29].[OH2:39]>>[Cl:1][c:2]1[cH:3][c:4]([CH2:5][N:6]2[C:7](=[O:24])[c:8]3[c:9]([O:22][CH3:23])[c:10](=[O:21])[n:11]([CH3:20])[c:12]([C:16](=[O:17])[OH:18])[c:13]3[CH2:14][CH2:15]2)[cH:25][cH:26][c:27]1[F:28].